From a dataset of the Open Reaction Database (ORD), a public repository of structured organic reaction records. describe an organic reaction: reactants, conditions, products, and yield Starting materials: ClC1=NC(=C(C(=C1C(=O)OCC)C(=O)OCC)[N+](=O)[O-])C1=CC=CC=C1 (2-chloro-3,4- diethoxycarbonyl-5-nitro-6-phenylpyridine), O.O.O.O.C1(=CC=C(C=C1)S(=O)[O-])C.[Na+] (sodium p-toluenesulfinate tetrahydrate). Run in C(C)O (ethanol). Yields the product C(C)OC(=O)C=1C(=NC(=C(C1C(=O)OCC)[N+](=O)[O-])C1=CC=CC=C1)S(=O)(=O)C1=CC=C(C=C1)C (3,4-Diethoxycarbonyl-5-nitro-6-phenyl-2-(p-tolylsulfonyl)pyridine). Isolated yield 57.9%. As a reaction SMILES: Cl[C:2]1[C:7]([C:8]([O:10][CH2:11][CH3:12])=[O:9])=[C:6]([C:13]([O:15][CH2:16][CH3:17])=[O:14])[C:5]([N+:18]([O-:20])=[O:19])=[C:4]([C:21]2[CH:26]=[CH:25][CH:24]=[CH:23][CH:22]=2)[N:3]=1.O.O.O.O.[C:31]1([CH3:40])[CH:36]=[CH:35][C:34]([S:37]([O-:39])=[O:38])=[CH:33][CH:32]=1.[Na+]>C(O)C>[CH2:11]([O:10][C:8]([C:7]1[C:2]([S:37]([C:34]2[CH:35]=[CH:36][C:31]([CH3:40])=[CH:32][CH:33]=2)(=[O:39])=[O:38])=[N:3][C:4]([C:21]2[CH:26]=[CH:25][CH:24]=[CH:23][CH:22]=2)=[C:5]([N+:18]([O-:20])=[O:19])[C:6]=1[C:13]([O:15][CH2:16][CH3:17])=[O:14])=[O:9])[CH3:12] |f:1.2.3.4.5.6|. Procedure details: A mixture of 0.379 g of 2-chloro-3,4- diethoxycarbonyl-5-nitro-6-phenylpyridine, 0.5 g of sodium p-toluenesulfinate tetrahydrate and 15 ml of ethanol was heated under reflux for 3 hours. After concentration, the concentrate was extracted with ethyl acetate. The extract was washed with a saturated aqueous solution of sodium chloride, and dried over sodium sulfate. After the solvent was distilled off, the residue was subjected to silica gel column chromatography with n-hexane/ethyl acetate (4:1) a...